This data is from the Open Reaction Database (ORD), a public repository of structured organic reaction records. The task is: describe an organic reaction: reactants, conditions, products, and yield RXN SMILES: [Al+3:6].[CH3:1][C:2]([Cl:3])=[O:4].[CH3:34][CH2:35][CH2:36][CH2:37][CH2:38][CH3:39].[CH3:9][N:10]1[CH2:11][CH:12]([NH:26][C:27]([N:28]([CH2:29][CH3:30])[CH2:31][CH3:32])=[O:33])[CH2:13][CH:14]2[c:15]3[cH:16][cH:17][cH:18][c:19]4[nH:20][cH:21][c:22]([c:25]34)[CH2:23][CH:24]12.[Cl-:5].[Cl-:7].[Cl-:8]>>[CH3:1][C:2](=[O:4])[c:21]1[nH:20][c:19]2[cH:18][cH:17][cH:16][c:15]3[c:25]2[c:22]1[CH2:23][CH:24]1[N:10]([CH3:9])[CH2:11][CH:12]([NH:26][C:27]([N:28]([CH2:29][CH3:30])[CH2:31][CH3:32])=[O:33])[CH2:13][CH:14]31. Reactants: [Al+3], CC(=O)Cl, CCCCCC, CCN(CC)C(=O)NC1CC2c3cccc4[nH]cc(c34)CC2N(C)C1, [Cl-], [Cl-], [Cl-]. Yields the product CCN(CC)C(=O)NC1CC2c3cccc4[nH]c(C(C)=O)c(c34)CC2N(C)C1. Starting materials: CSC1=NC(=C2C(N1)=NC(=C2)CC)Cl (2-(methylthio)-4-chloro-6-ethyl-1H-pyrrolo[2,3-d]pyrimidine), ClC=1C=C(CBr)C=CC1 (3-chlorobenzyl bromide), [H-].[Na+] (sodium hydride). Solvent: C(Cl)Cl (methylene chloride), O1CCCC1 (tetrahydrofuran). Reaction conditions: time 18 hour. Yields the product CSC=1N=C(C2=C(N1)N(C(=C2)CC)CC2=CC(=CC=C2)Cl)Cl (2-(methylthio)-4-chloro-6-ethyl-7-[(3-chlorophenyl)methyl]-7H-pyrrolo[2,3-d]pyrimidine). Isolated yield 99.4%. As a reaction SMILES: [H-].[Na+].[CH3:3][S:4][C:5]1[NH:10][C:9]2=[N:11][C:12]([CH2:14][CH3:15])=[CH:13][C:8]2=[C:7]([Cl:16])[N:6]=1.[Cl:17][C:18]1[CH:19]=[C:20]([CH:23]=[CH:24][CH:25]=1)[CH2:21]Br>O1CCCC1.C(Cl)Cl>[CH3:3][S:4][C:5]1[N:6]=[C:7]([Cl:16])[C:8]2[CH:13]=[C:12]([CH2:14][CH3:15])[N:11]([CH2:21][C:20]3[CH:23]=[CH:24][CH:25]=[C:18]([Cl:17])[CH:19]=3)[C:9]=2[N:10]=1 |f:0.1|. Procedure details: To a suspension of 48 mg (2.00 mmol) of sodium hydride in 4.0 mL of tetrahydrofuran was added 227 mg (1.00 mmol) of 2-(methylthio)-4-chloro-6-ethyl-1H-pyrrolo[2,3-d]pyrimidine and 410 mg (2.00 mmol) of 3-chlorobenzyl bromide. The reaction was stirred at ambient temperature for 18 hours then diluted with 30 mL of methylene chloride and washed with 20 mL of saturated sodium bicarbonate solution. The organic phase was dried with sodium sulfate and concentrated. The crude product was purified by fla... The reactants are ClC=1C=CC(=C(C(=O)N2[C@@H]([C@@H](CCC2)C)CN2C(C3=CC=CC=C3C2=O)=O)C1)I (2-(((2S,3R)-1-(5-chloro-2-iodobenzoyl)-3-methylpiperidin-2-yl)methyl)isoindoline-1,3-dione), C(CCC)[Sn](C1=NC=CC=N1)(CCCC)CCCC (2-(tributylstannyl)pyrimidine), [F-].[Cs+] (CsF). The reagents and catalysts are [Cu]I (CuI), C=1C=CC(=CC1)[P](C=2C=CC=CC2)(C=3C=CC=CC3)[Pd]([P](C=4C=CC=CC4)(C=5C=CC=CC5)C=6C=CC=CC6)([P](C=7C=CC=CC7)(C=8C=CC=CC8)C=9C=CC=CC9)[P](C=1C=CC=CC1)(C=1C=CC=CC1)C=1C=CC=CC1 (Pd(PPh3)4). Run in CN(C)C=O (DMF). Conditions: temperature 120 celsius. The product is ClC=1C=CC(=C(C(=O)N2[C@@H]([C@@H](CCC2)C)CN2C(C3=CC=CC=C3C2=O)=O)C1)C1=NC=CC=N1 (2-(((2S,3R)-1-(5-Chloro-2-(pyrimidin-2-yl)benzoyl)-3-methylpiperidin-2-yl)methyl)isoindoline-1,3-dione). Isolated yield 67.2%. Reaction SMILES: [Cl:1][C:2]1[CH:3]=[CH:4][C:5](I)=[C:6]([CH:28]=1)[C:7]([N:9]1[CH2:14][CH2:13][CH2:12][C@@H:11]([CH3:15])[C@H:10]1[CH2:16][N:17]1[C:25](=[O:26])[C:24]2[C:19](=[CH:20][CH:21]=[CH:22][CH:23]=2)[C:18]1=[O:27])=[O:8].C([Sn](CCCC)(CCCC)[C:35]1[N:40]=[CH:39][CH:38]=[CH:37][N:36]=1)CCC.[F-].[Cs+]>CN(C=O)C.[Cu]I.C1C=CC([P]([Pd]([P](C2C=CC=CC=2)(C2C=CC=CC=2)C2C=CC=CC=2)([P](C2C=CC=CC=2)(C2C=CC=CC=2)C2C=CC=CC=2)[P](C2C=CC=CC=2)(C2C=CC=CC=2)C2C=CC=CC=2)(C2C=CC=CC=2)C2C=CC=CC=2)=CC=1>[Cl:1][C:2]1[CH:3]=[CH:4][C:5]([C:35]2[N:40]=[CH:39][CH:38]=[CH:37][N:36]=2)=[C:6]([CH:28]=1)[C:7]([N:9]1[CH2:14][CH2:13][CH2:12][C@@H:11]([CH3:15])[C@H:10]1[CH2:16][N:17]1[C:25](=[O:26])[C:24]2[C:19](=[CH:20][CH:21]=[CH:22][CH:23]=2)[C:18]1=[O:27])=[O:8] |f:2.3,^1:61,63,82,101|. Procedure: A mixture of 2-(((2S,3R)-1-(5-chloro-2-iodobenzoyl)-3-methylpiperidin-2-yl)methyl)isoindoline-1,3-dione (0.22 g, 0.42 mmol), 2-(tributylstannyl)pyrimidine (0.16 ml, 0.51 mmol), CsF (128 mg, 0.84 mmol), CuI (16 mg, 0.08 mmol) and Pd(PPh3)4 (49 mg, 0.04 mmol) in DMF (5 mL) was degassed and heated at 120° C. for 1 h in a microwave reactor. The solvent was removed in vacuo to obtain the crude which was purified by silica gel chromatography (0˜100% EtOAc/hexanes) to yield the title compound as a whit... Starting materials: C[Mg]Br (methyl magnesium bromide), CC1=C(C=O)C=CC(=C1C)OC (2,3-dimethyl 4-methoxy benzaldehyde), C(C)(C)(C)OC(=O)N1CCNCC1 (piperazine-1-carboxylic acid tert-butyl ester), N1N=NC2=C1C=CC=C2 (benzotriazole). The solvent is C(C)O (ethanol). Reaction conditions: time 30 minute. Yields the product C(C)(C)(C)OC(=O)N1CCN(CC1)C(C)C1=C(C(=C(C=C1)OC)C)C (4-[1-(4-methoxy-2,3-dimethyl-phenyl)-ethyl]-piperazine-1-carboxylic acid tert-butyl ester), oil. Isolated yield 56.0%. RXN SMILES: [CH3:1][C:2]1[C:9]([CH3:10])=[C:8]([O:11][CH3:12])[CH:7]=[CH:6][C:3]=1[CH:4]=O.[C:13]([O:17][C:18]([N:20]1[CH2:25][CH2:24][NH:23][CH2:22][CH2:21]1)=[O:19])([CH3:16])([CH3:15])[CH3:14].N1C2C=CC=C[C:29]=2N=N1.C[Mg]Br>C(O)C>[C:13]([O:17][C:18]([N:20]1[CH2:25][CH2:24][N:23]([CH:4]([C:3]2[CH:6]=[CH:7][C:8]([O:11][CH3:12])=[C:9]([CH3:10])[C:2]=2[CH3:1])[CH3:29])[CH2:22][CH2:21]1)=[O:19])([CH3:16])([CH3:14])[CH3:15]. Procedure: A mixture of 2,3-dimethyl 4-methoxy benzaldehyde (1 g, 3.05 mmol), 1 equivalent of piperazine-1-carboxylic acid tert-butyl ester (0.57 g, 3.05 mmol), 1 equivalent of benzotriazole in ethanol was stirred at room temperature for 30 minutes. The solvent was removed and the reaction was dried under vacuum. The reaction mixture was then dissolved in anhydrous THF(20 ml) under N2 at −78° C. Then 3 equivalents (3.05 ml) of methyl magnesium bromide (3M in THF) was added to the solution slowly. The react... Reaction SMILES: [Cl:1][c:2]1[cH:3][c:4]([CH2:5][NH:6][C:7](=[O:8])[NH:9][c:10]2[s:11][cH:12][c:13]([CH2:15][I:16])[n:14]2)[cH:17][cH:18][c:19]1[Cl:20].[NH2:21][CH2:22][CH2:23][OH:24].[O:25]1[CH2:26][CH2:27][CH2:28][CH2:29]1>>[Cl:1][c:2]1[cH:3][c:4]([CH2:5][NH:6][C:7](=[O:8])[NH:9][c:10]2[s:11][cH:12][c:13]([CH2:15][NH:21][CH2:22][CH2:23][OH:24])[n:14]2)[cH:17][cH:18][c:19]1[Cl:20]. The reactants are O=C(NCc1ccc(Cl)c(Cl)c1)Nc1nc(CI)cs1, NCCO, C1CCOC1. Yields the product O=C(NCc1ccc(Cl)c(Cl)c1)Nc1nc(CNCCO)cs1. Procedure: The title compound was prepared by the method described for example 14 using the product from example 4, step c) and (2-bromo-propyl)-benzene. MS: ESI (negative): 489 (M−H). As a reaction SMILES: C([O:5][C:6](=[O:30])[CH2:7][N:8]1[C:16]2[C:11](=[CH:12][C:13]([O:17][CH3:18])=[CH:14][CH:15]=2)[C:10]([CH:19]2[C:23]3[CH:24]=[CH:25][CH:26]=[CH:27][C:22]=3[S:21](=[O:29])(=[O:28])[NH:20]2)=[CH:9]1)(C)(C)C.Br[CH:32]([CH3:40])[CH2:33][C:34]1[CH:39]=[CH:38][CH:37]=[CH:36][CH:35]=1>>[CH3:18][O:17][C:13]1[CH:12]=[C:11]2[C:16](=[CH:15][CH:14]=1)[N:8]([CH2:7][C:6]([OH:5])=[O:30])[CH:9]=[C:10]2[CH:19]1[C:23]2[CH:24]=[CH:25][CH:26]=[CH:27][C:22]=2[S:21](=[O:29])(=[O:28])[N:20]1[CH:32]([CH3:40])[CH2:33][C:34]1[CH:39]=[CH:38][CH:37]=[CH:36][CH:35]=1. The product is COC=1C=C2C(=CN(C2=CC1)CC(=O)O)C1N(S(C2=C1C=CC=C2)(=O)=O)C(CC2=CC=CC=C2)C ({5-Methoxy-3-[2-(1-methyl-2-phenyl-ethyl)-1,1-dioxo-2,3-dihydro-1H-1λ6-benzo[d]isothiazol-3-yl]-indol-1-yl}-acetic acid). Starting materials: C(C)(C)(C)OC(CN1C=C(C2=CC(=CC=C12)OC)C1NS(C2=C1C=CC=C2)(=O)=O)=O ([3-(1,1-Dioxo-2,3-dihydro-1H-1λ6-benzo[d]isothiazol-3-yl)-5-methoxy-indol-1-yl]-acetic acid tert-butyl ester), BrC(CC1=CC=CC=C1)C ((2-bromo-propyl)-benzene). Reactants: COC1=CC=C2C=C(C=NC2=C1)C(=O)OCC (ethyl 7-methoxyquinoline-3-carboxylate), OC1=C(C=NC2=CC(=CC=C12)OC)C(=O)OCC (Ethyl 4-hydroxy-7-methoxyquinoline-3-carboxylate), COC1=CC=C2C=C(C=NC2=C1)C(=O)OCC (ethyl 7-methoxyquinoline-3-carboxylate), C1=CC=C(C=C1)C2=CC=CC=C2.C1=CC=C(C=C1)OC2=CC=CC=C2 (Dowtherm), COC=1C=C(C=CC1)NC=C(C(=O)OCC)C(=O)OCC (diethyl 2-(((3-methoxyphenyl)amino)methylene)malonate), C(C(=O)Cl)(=O)Cl (oxalyl chloride), S(=O)(Cl)Cl (thionyl chloride), P(=O)(Cl)(Cl)Cl (phosphorus oxychloride), OC1=C(C=NC2=CC(=CC=C12)OC)C(=O)OCC (Ethyl 4-hydroxy-7-methoxyquinoline-3-carboxylate), OC1=C(C=NC2=CC(=CC=C12)OC)C(=O)OCC (Ethyl 4-hydroxy-7-methoxyquinoline-3-carboxylate). The solvent is C(Cl)(Cl)Cl (CHCl3), C(Cl)Cl (DCM), CN(C)C=O (DMF). Reaction conditions: time 2.5 hour. Yields the product ClC1=C(C=NC2=CC(=CC=C12)OC)C(=O)OCC (ethyl 4-chloro-7-methoxyquinoline-3-carboxylate). RXN SMILES: O[C:2]1[C:11]2[C:6](=[CH:7][C:8]([O:12][CH3:13])=[CH:9][CH:10]=2)[N:5]=[CH:4][C:3]=1[C:14]([O:16][CH2:17][CH3:18])=[O:15].C1C=CC(C2C=CC=CC=2)=CC=1.C1C=CC(OC2C=CC=CC=2)=CC=1.COC1C=C(NC=C(C(OCC)=O)C(OCC)=O)C=CC=1.COC1C=C2C(C=C(C(OCC)=O)C=N2)=CC=1.C(Cl)(=O)C([Cl:85])=O.S(Cl)(Cl)=O.P(Cl)(Cl)(Cl)=O>C(Cl)(Cl)Cl.C(Cl)Cl.CN(C=O)C>[Cl:85][C:2]1[C:11]2[C:6](=[CH:7][C:8]([O:12][CH3:13])=[CH:9][CH:10]=2)[N:5]=[CH:4][C:3]=1[C:14]([O:16][CH2:17][CH3:18])=[O:15] |f:1.2|. Procedure details: According to Scheme A, ethyl 4-hydroxy-7-methoxyquinoline-3-carboxylate (VIII) is obtained in four steps from commercially available synthetically accessible m-anisidine (II). m-Anisidine is combined with diethyl ethoxymethylenemalonate at temperatures ranging from 100° C. to about 125° C., preferably 125° C. for a period of 1 to 5 h, preferably about 3 h to provide diethyl 2-(((3-methoxyphenyl)amino)methylene)malonate. Ethyl 4-hydroxy-7-methoxyquinoline-3-carboxylate (III) is obtained by heatin... Starting materials: ClC1=CC=C(C=C1)I (1-chloro-4-iodobenzene), C(CCC#C)(=O)OC (Methyl 4-pentynoate). The reagents and catalysts are Cl[Pd]([P](C1=CC=CC=C1)(C2=CC=CC=C2)C3=CC=CC=C3)([P](C4=CC=CC=C4)(C5=CC=CC=C5)C6=CC=CC=C6)Cl (dichlorobis(triphenylphosphine)palladium), [Cu]I (copper (I) iodide). The solvent is C(C)NCC (diethylamine). The product is ClC1=CC=C(C=C1)C#CCCC(=O)OC (Methyl 5-(4-Chlorophenyl)-4-pentynoate). Isolated yield 48.1%. Reaction SMILES: [Cl:1][C:2]1[CH:7]=[CH:6][C:5](I)=[CH:4][CH:3]=1.[C:9]([O:15][CH3:16])(=[O:14])[CH2:10][CH2:11][C:12]#[CH:13]>C(NCC)C.Cl[Pd](Cl)([P](C1C=CC=CC=1)(C1C=CC=CC=1)C1C=CC=CC=1)[P](C1C=CC=CC=1)(C1C=CC=CC=1)C1C=CC=CC=1.[Cu]I>[Cl:1][C:2]1[CH:7]=[CH:6][C:5]([C:13]#[C:12][CH2:11][CH2:10][C:9]([O:15][CH3:16])=[O:14])=[CH:4][CH:3]=1 |^1:24,43|. Procedure: A mixture of 1-chloro-4-iodobenzene (56 g, 235 mmol), dichlorobis(triphenylphosphine)palladium (II) (6.9 g, 9.8 mmol) and copper (I) iodide (1.9 g, 9.8 mmol) in diethylamine (200 mL) was degassed with bubbling nitrogen. Methyl 4-pentynoate (Description 1, 22.0 g, 196 mmol) was added dropwise and the mixture was degassed with bubbling nitrogen. The mixture was heated under reflux for 24 h., cooled and poured into saturated aqueous ammonium chloride. The mixture was extracted with ethyl acetate an... Reactants: BrC1=CC=C(C=C1)C#C (4-bromophenylacetylene), ClC1=C(CS)C=CC=C1 (2-chlorobenzyl mercaptan), [Na] (sodium). RXN SMILES: [Br:1][C:2]1[CH:7]=[CH:6][C:5]([C:8]#[CH:9])=[CH:4][CH:3]=1.[Cl:10][C:11]1[CH:18]=[CH:17][CH:16]=[CH:15][C:12]=1[CH2:13][SH:14].[Na]>>[Br:1][C:2]1[CH:7]=[CH:6][C:5](/[CH:8]=[CH:9]\[CH:13]([S:14][CH:13](/[CH:9]=[CH:8]\[C:5]2[CH:6]=[CH:7][C:2]([Br:1])=[CH:3][CH:4]=2)[C:12]2[CH:15]=[CH:16][CH:17]=[CH:18][C:11]=2[Cl:10])[C:12]2[CH:15]=[CH:16][CH:17]=[CH:18][C:11]=2[Cl:10])=[CH:4][CH:3]=1 |^1:18|. Procedure details: A solution of 4-bromophenylacetylene (0.02 mol) and 2-chlorobenzyl mercaptan (0.02 mol) and metallic sodium (0.02 g atom) was subjected to Procedure 2 to form (Z)-4-bromostyryl 2-chlorobenzylsulfide. The title compound was obtained in 84% yield following oxidation. 1HNMR (CDC13) δ4.57 (2H, s), 6.70 (1H, d, JH,H=11.58), 7.18-7.58 (8H aromatic+1H ethylenic). Product: BrC1=CC=C(\C=C/C(C2=C(C=CC=C2)Cl)SC(C2=C(C=CC=C2)Cl)\C=C/C2=CC=C(C=C2)Br)C=C1 ((Z)-4-bromostyryl 2-chlorobenzylsulfide). The reactants are C(=O)(OC(C)(C)C)N1CCC(=CC1)B1OC(C)(C)C(C)(C)O1 (N-Boc-1,2,3,6-tetrahydropyridine-4-boronic acid pinacol ester), BrC1=C(C=C(C=C1)[N+](=O)[O-])C (1-bromo-2-methyl-4-nitrobenzene), C(=O)([O-])[O-].[Na+].[Na+] (Na2CO3). The reagents and catalysts are Cl[Pd]([P](C1=CC=CC=C1)(C2=CC=CC=C2)C3=CC=CC=C3)([P](C4=CC=CC=C4)(C5=CC=CC=C5)C6=CC=CC=C6)Cl (PdCl2(PPh3)2). Run in O1CCOCC1 (1,4-dioxane). Product: CC1=C(C=CC(=C1)[N+](=O)[O-])C1=CCN(CC1)C(=O)OC(C)(C)C (tert-Butyl 4-(2-methyl-4-nitrophenyl)-5,6-dihydropyridine-1(2H)-carboxylate). Reaction SMILES: [C:1]([N:8]1[CH2:13][CH:12]=[C:11](B2OC(C)(C)C(C)(C)O2)[CH2:10][CH2:9]1)([O:3][C:4]([CH3:7])([CH3:6])[CH3:5])=[O:2].Br[C:24]1[CH:29]=[CH:28][C:27]([N+:30]([O-:32])=[O:31])=[CH:26][C:25]=1[CH3:33].C([O-])([O-])=O.[Na+].[Na+]>O1CCOCC1.Cl[Pd](Cl)([P](C1C=CC=CC=1)(C1C=CC=CC=1)C1C=CC=CC=1)[P](C1C=CC=CC=1)(C1C=CC=CC=1)C1C=CC=CC=1>[CH3:33][C:25]1[CH:26]=[C:27]([N+:30]([O-:32])=[O:31])[CH:28]=[CH:29][C:24]=1[C:11]1[CH2:10][CH2:9][N:8]([C:1]([O:3][C:4]([CH3:5])([CH3:6])[CH3:7])=[O:2])[CH2:13][CH:12]=1 |f:2.3.4,^1:48,67|. Procedure details: A suspension of N-Boc-1,2,3,6-tetrahydropyridine-4-boronic acid pinacol ester (0.29 g, 0.93 mmol), 1-bromo-2-methyl-4-nitrobenzene (0.20 g, 0.93 mmol), PdCl2(PPh3)2 (0.03 g, 0.05 mmol) and 3 M aqueous Na2CO3 (0.93 mL, 2.8 mmol) in 1,4-dioxane (10 mL) was degassed with nitrogen for 10 minutes then heated at reflux for 16 hours. The resulting mixture was concentrated under reduced pressure and purified using silica gel column chromatography (Biotage Isolera, SiO2 cartridge, 0-30% EtOAc in petroleu...